From a dataset of the Open Reaction Database (ORD), a public repository of structured organic reaction records. describe an organic reaction: reactants, conditions, products, and yield Starting materials: [OH-].[Na+] (NaOH), C(C)OC(=O)C=1C=C2C=C(NC2=CC1)C1=C(N=NC(=C1)C1=CC(=C(C(=C1)C)O)C)OC (2-[6-(4-hydroxy-3,5-dimethyl-phenyl)-3-methoxy-pyridazin-4-yl]-1H-indole-5-carboxylic acid ethyl ester), Cl (HCl). The solvent is C(C)O (ethanol). The product is OC1=C(C=C(C=C1C)C1=CC(=C(N=N1)OC)C=1NC2=CC=C(C=C2C1)C(=O)O)C (2-[6-(4-Hydroxy-3,5-dimethyl-phenyl)-3-methoxy-pyridazin-4-yl]-1H-indole-5-carboxylic acid). RXN SMILES: C([O:3][C:4]([C:6]1[CH:7]=[C:8]2[C:12](=[CH:13][CH:14]=1)[NH:11][C:10]([C:15]1[CH:20]=[C:19]([C:21]3[CH:26]=[C:25]([CH3:27])[C:24]([OH:28])=[C:23]([CH3:29])[CH:22]=3)[N:18]=[N:17][C:16]=1[O:30][CH3:31])=[CH:9]2)=[O:5])C.[OH-].[Na+].Cl>C(O)C>[OH:28][C:24]1[C:25]([CH3:27])=[CH:26][C:21]([C:19]2[N:18]=[N:17][C:16]([O:30][CH3:31])=[C:15]([C:10]3[NH:11][C:12]4[C:8]([CH:9]=3)=[CH:7][C:6]([C:4]([OH:5])=[O:3])=[CH:14][CH:13]=4)[CH:20]=2)=[CH:22][C:23]=1[CH3:29] |f:1.2|. Reported procedure: 480 mg of 2-[6-(4-hydroxy-3,5-dimethyl-phenyl)-3-methoxy-pyridazin-4-yl]-1H-indole-5-carboxylic acid ethyl ester is dissolved in 4 ml ethanol and 4 ml aqueous 2N NaOH and heated by microwave irradiation for 10 min at 150° C. The solution is neutralized with aqueous HCl and the product is purified by preparative RP-HPLC eluting with a gradient of 0-100% acetonitrile in water (+0.01% trifluoroacetic acid). Reactants: C(C1=CC=CC=C1)OC=1C=C(C=CC1)C=1N=C(N2C1C(=NC=C2)Cl)C2CC(C2)=O (3-[1-(3-Benzyloxy-phenyl)-8-chloro-imidazo[1,5-a]pyrazin-3-yl]-cyclobutanone), C(C1=CC=CC=C1)OC=1C=C(C=CC1)C=1N=C(N2C1C(=NC=C2)Cl)C2CC(C2)=C (1-(3-benzyloxyphenyl)-8-chloro-3-(3-methylenecyclobutyl)-imidazo[1,5-a]pyrazine), C(C1=CC=CC=C1)OC=1C=C(C=CC1)C=1N=C(N2C1C(=NC=C2)Cl)C2CC(C2)=C (1-(3-benzyloxyphenyl)-8-chloro-3-(3-methylenecyclobutyl)-imidazo[1,5-a]pyrazine), C[N+]1(CCOCC1)[O-] (NMO), K2OsO4.H2O, [O-]S(=O)[O-].[Na+].[Na+] (Na2SO3). Run in CCOC(=O)C (EtOAc), O (water), C1CCOC1 (THF), O (water). Run at time 8 hour. The product is C(C1=CC=CC=C1)OC=1C=C(C=CC1)C=1N=C(N2C1C(=NC=C2)Cl)C2CC(C2)(O)CO (3-[1-(3-benzyloxy-phenyl)-8-chloro-imidazo[1,5-a]pyrazin-3-yl]-1-hydroxymethyl-cyclobutanol). Reaction SMILES: [CH2:1]([O:8][C:9]1[CH:10]=[C:11]([C:15]2[N:16]=[C:17]([CH:25]3[CH2:28][C:27](=[O:29])[CH2:26]3)[N:18]3[CH:23]=[CH:22][N:21]=[C:20]([Cl:24])[C:19]=23)[CH:12]=[CH:13][CH:14]=1)[C:2]1[CH:7]=[CH:6][CH:5]=[CH:4][CH:3]=1.[CH2:30]([O:37]C1C=C(C2N=C(C3CC(=C)C3)N3C=CN=C(Cl)C=23)C=CC=1)C1C=CC=CC=1.C[N+]1([O-])CCOCC1.[O-]S([O-])=O.[Na+].[Na+]>C1COCC1.O.CCOC(C)=O>[CH2:1]([O:8][C:9]1[CH:10]=[C:11]([C:15]2[N:16]=[C:17]([CH:25]3[CH2:28][C:27]([CH2:30][OH:37])([OH:29])[CH2:26]3)[N:18]3[CH:23]=[CH:22][N:21]=[C:20]([Cl:24])[C:19]=23)[CH:12]=[CH:13][CH:14]=1)[C:2]1[CH:7]=[CH:6][CH:5]=[CH:4][CH:3]=1 |f:3.4.5|. Procedure details: 3-[1-(3-Benzyloxy-phenyl)-8-chloro-imidazo[1,5-a]pyrazin-3-yl]-cyclobutanone (compound of Formula II-F where Z3=3-cyclobutyl and Q1=Ph-(3-OBn)): 3-Oxo-cyclobutanecarboxylic Acid [(3-benzyloxy-phenyl)-(3-chloro-pyrazin-2-yl)-methyl]-amide (compound of Formula III where R1=3-cyclobutanone and Q1=Ph-(3-OBn)) (614.0 mg, 1.5 mmol) was dissolved in POCl3 (8.0 mL) and CH2Cl2 (2.0 mL) and allowed to stir at 55° C. for 24 h. The reaction mixture was concentrated in vacuo to a yellow solid, dissolved in c... The reactants are S(=O)(Cl)Cl (thionyl chloride), COC1=CC=C(C=C1)CCC(=O)O (3-(4-methoxyphenyl)propionic acid), [Cl-].[Al+3].[Cl-].[Cl-] (aluminum chloride). Solvent: C(Cl)Cl (methylene chloride). Conditions: temperature 0 celsius, time 1 hour. Product: COC1=CC=C2CCC(C2=C1)=O (6-methoxy-1-indanone). The yield is 0.1%. Reaction SMILES: [CH3:1][O:2][C:3]1[CH:8]=[CH:7][C:6]([CH2:9][CH2:10][C:11]([OH:13])=O)=[CH:5][CH:4]=1.S(Cl)(Cl)=O.[Cl-].[Al+3].[Cl-].[Cl-]>C(Cl)Cl>[CH3:1][O:2][C:3]1[CH:4]=[C:5]2[C:6]([CH2:9][CH2:10][C:11]2=[O:13])=[CH:7][CH:8]=1 |f:2.3.4.5|. Reported procedure: To a solution of 3-(4-methoxyphenyl)propionic acid (50.34 g, 0,279 mol) in 500 mL of methylene chloride cooled to 0° C. was added slowly at 0° C. 30.5 mL (0.418 mol) of thionyl chloride, the mixture was stirred 10 h at room temperature and the solvent was removed in vacuo. The residue was dissolved in 1000 mL of methylene chloride, cooled to 0° C., and 40.92 g (0.306 mol) of aluminum chloride was added in small portions and the resulting mixture was stirred at room temperature for 1 h. The above... Starting materials: O=C([O-])[O-], CN(C)C=O, ClCc1ccccc1, [K+], [K+], O, O=Cc1cc(I)ccc1O. The product is O=Cc1cc(I)ccc1OCc1ccccc1. As a reaction SMILES: [C:1](=[O:2])([O-:3])[O-:4].[CH3:26][N:27]([CH3:28])[CH:29]=[O:30].[Cl:17][CH2:18][c:19]1[cH:20][cH:21][cH:22][cH:23][cH:24]1.[K+:5].[K+:6].[OH2:25].[OH:7][c:8]1[c:9]([CH:10]=[O:11])[cH:12][c:13]([I:16])[cH:14][cH:15]1>>[O:7]([c:8]1[c:9]([CH:10]=[O:11])[cH:12][c:13]([I:16])[cH:14][cH:15]1)[CH2:18][c:19]1[cH:20][cH:21][cH:22][cH:23][cH:24]1.